This data is from the Open Reaction Database (ORD), a public repository of structured organic reaction records. The task is: describe an organic reaction: reactants, conditions, products, and yield Reactants: NC=1SC2=C(N1)CC1=CC=CC=C12 (2-amino-4H-indeno[2,1-d]thiazol), C(C)OP(=O)(OCC)CC1=CC=C(C(=O)Cl)C=C1 (4[(diethoxyphosphoryl)methyl]benzoyl chloride). Yields the product S1C(=NC2=C1C1=CC=CC=C1C2)NC(=O)C2=CC=C(CP(OCC)(OCC)=O)C=C2 (diethyl 4-[N-(4H-indeno[2,1-d]thiazol-2yl)carbamoyl]benzylphosphonate). As a reaction SMILES: [NH2:1][C:2]1[S:3][C:4]2[C:13]3[C:8](=[CH:9][CH:10]=[CH:11][CH:12]=3)[CH2:7][C:5]=2[N:6]=1.[CH2:14]([O:16][P:17]([CH2:22][C:23]1[CH:31]=[CH:30][C:26]([C:27](Cl)=[O:28])=[CH:25][CH:24]=1)([O:19][CH2:20][CH3:21])=[O:18])[CH3:15]>>[S:3]1[C:4]2[C:13]3[C:8]([CH2:7][C:5]=2[N:6]=[C:2]1[NH:1][C:27]([C:26]1[CH:30]=[CH:31][C:23]([CH2:22][P:17](=[O:18])([O:16][CH2:14][CH3:15])[O:19][CH2:20][CH3:21])=[CH:24][CH:25]=1)=[O:28])=[CH:9][CH:10]=[CH:11][CH:12]=3. Procedure: Using 2-amino-4H-indeno[2,1-d]thiazol and 4[(diethoxyphosphoryl)methyl]benzoyl chloride, the procedure of Example 1 was otherwise repeated to provide the objective compound. Reactants: C(C)(C)(C)OC(NC1=NC(=C(C(=C1)C)CNC(=O)C=1C=NN(C1)CC1=CC=C(C=C1)CN1C(CCC1=O)=O)C)=O ({5-[({1-[4-(2,5-Dioxo-pyrrolidin-1-ylmethyl)-benzyl]-1H-pyrazole-4-carbonyl}-amino)-methyl]-4,6-dimethyl-pyridin-2-yl]-carbamic acid tert-butyl ester), C(=O)(C(F)(F)F)O (TFA). The solvent is C(Cl)Cl (DCM). Run at time 2 hour. Yields the product NC1=CC(=C(C(=N1)C)CNC(=O)C=1C=NN(C1)CC1=CC=C(C=C1)CN1C(CCC1=O)=O)C (N-((6-amino-2,4-dimethylpyridin-3-yl)methyl)-1-(4-((2,5-dioxopyrrolidin-1-yl)methyl)benzyl)-1H-pyrazole-4-carboxamide). Reaction SMILES: C(OC(=O)[NH:7][C:8]1[CH:13]=[C:12]([CH3:14])[C:11]([CH2:15][NH:16][C:17]([C:19]2[CH:20]=[N:21][N:22]([CH2:24][C:25]3[CH:30]=[CH:29][C:28]([CH2:31][N:32]4[C:36](=[O:37])[CH2:35][CH2:34][C:33]4=[O:38])=[CH:27][CH:26]=3)[CH:23]=2)=[O:18])=[C:10]([CH3:39])[N:9]=1)(C)(C)C.C(O)(C(F)(F)F)=O>C(Cl)Cl>[NH2:7][C:8]1[N:9]=[C:10]([CH3:39])[C:11]([CH2:15][NH:16][C:17]([C:19]2[CH:20]=[N:21][N:22]([CH2:24][C:25]3[CH:30]=[CH:29][C:28]([CH2:31][N:32]4[C:33](=[O:38])[CH2:34][CH2:35][C:36]4=[O:37])=[CH:27][CH:26]=3)[CH:23]=2)=[O:18])=[C:12]([CH3:14])[CH:13]=1. Reported procedure: A mixture of {5-[({1-[4-(2,5-Dioxo-pyrrolidin-1-ylmethyl)-benzyl]-1H-pyrazole-4-carbonyl}-amino)-methyl]-4,6-dimethyl-pyridin-2-yl]-carbamic acid tert-butyl ester (48 mg, 0.08 mmol), 1 mL TFA and 2 mL DCM was stirred of room temperature for 2 h. The mixture was evaporated in vacuo and the residue was purified by preparative HPLC (Macherey-Nagel Nucleosil 250×40 mm, 5 to 100% ACN and 0.1% TFA, flow 40ml/min). The product containing fractions were lyophilised, then dissolved in 1 mL MeOH and the r... The reactants are Cc1cc2nc(-c3n[nH]cc3N)[nH]c2cc1C, CCN=C=NCCCN(C)C, CN(C)C=O, CCN(C(C)C)C(C)C, Cl, O=C(O)Cn1cnnn1. Yields the product Cc1cc2nc(-c3n[nH]cc3NC(=O)Cn3cnnn3)[nH]c2cc1C. Reaction SMILES: [CH3:22][c:23]1[cH:24][c:25]2[c:26]([nH:27][c:28](-[c:30]3[n:31][nH:32][cH:33][c:34]3[NH2:35])[n:29]2)[cH:36][c:37]1[CH3:38].[CH3:2][N:3]([CH3:4])[CH2:5][CH2:6][CH2:7][N:8]=[C:9]=[N:10][CH2:11][CH3:12].[CH3:48][N:49]([CH3:50])[CH:51]=[O:52].[CH:13]([N:14]([CH:15]([CH3:16])[CH3:17])[CH2:18][CH3:19])([CH3:20])[CH3:21].[ClH:1].[n:39]1([CH2:44][C:45](=[O:46])[OH:47])[n:40][n:41][n:42][cH:43]1>>[CH3:22][c:23]1[cH:24][c:25]2[c:26]([n:27][c:28](-[c:30]3[n:31][nH:32][cH:33][c:34]3[NH:35][C:45]([CH2:44][n:39]3[n:40][n:41][n:42][cH:43]3)=[O:46])[nH:29]2)[cH:36][c:37]1[CH3:38].